This data is from the Open Reaction Database (ORD), a public repository of structured organic reaction records. The task is: describe an organic reaction: reactants, conditions, products, and yield Reactants: BrC=1C=CC(=C(C1)N)[N+](=O)[O-] (5-Brom0-2-nitro-phenylamine), C(C#C)O (prop-2-yn-1-ol), alkyne. Reagents/catalysts: [Pd].C1(=CC=CC=C1)P(C1=CC=CC=C1)C1=CC=CC=C1.C1(=CC=CC=C1)P(C1=CC=CC=C1)C1=CC=CC=C1.C1(=CC=CC=C1)P(C1=CC=CC=C1)C1=CC=CC=C1.C1(=CC=CC=C1)P(C1=CC=CC=C1)C1=CC=CC=C1 (tetrakis(triphenylphosphine) palladium(0)), [Cu]I (copper(I)iodide). Solvent: COCCOC (ethyleneglycol dimethylether), C(C)N(CC)CC (triethylamine), ClCCl (dichloromethane). Run at time 48 hour. The product is NC=1C=C(C=CC1[N+](=O)[O-])C#CCO (3-(3-Amino-4-nitro-phenyl)-prop-2-yn-1-ol). Yield: 82.9%. As a reaction SMILES: Br[C:2]1[CH:3]=[CH:4][C:5]([N+:9]([O-:11])=[O:10])=[C:6]([NH2:8])[CH:7]=1.[CH2:12]([OH:15])[C:13]#[CH:14]>COCCOC.C(N(CC)CC)C.ClCCl.[Pd].C1(P(C2C=CC=CC=2)C2C=CC=CC=2)C=CC=CC=1.C1(P(C2C=CC=CC=2)C2C=CC=CC=2)C=CC=CC=1.C1(P(C2C=CC=CC=2)C2C=CC=CC=2)C=CC=CC=1.C1(P(C2C=CC=CC=2)C2C=CC=CC=2)C=CC=CC=1.[Cu]I>[NH2:8][C:6]1[CH:7]=[C:2]([C:14]#[C:13][CH2:12][OH:15])[CH:3]=[CH:4][C:5]=1[N+:9]([O-:11])=[O:10] |f:5.6.7.8.9|. Procedure details: A suspension of bromoarene 2 (447 mg g; 2.06 mmol); tetrakis(triphenylphosphine) palladium(0) (145 mg, 0.12 mmol) and copper(I)iodide (143 mg, 0.75 mmol) in degassed ethyleneglycol dimethylether (2.5 mL) and triethylamine (1.5 mL), was stirred at room temperature under nitrogen in the dark for 10 min and then treated with neat prop-2-yn-1-ol (0.7 mL, 12 mmol) (or any other alkyne of choice, 5 eq.), and the mixture stirred under the same conditions for 48 h, diluted with dichloromethane (50 mL), ... Reactants: ClC1=CC=C2C(C(=CN3C2=C1CC3C)C(=O)O)=O (9-chloro-2-methyl-6-oxo-1,2-dihydro-6H-pyrrolo[3,2,1-ij]quinoline-5-carboxylic acid), N1CCNCC1 (piperazine). Run in CS(=O)C (dimethyl sulfoxide). Product: Cl.N1(CCNCC1)C1=CC=C2C(C(=CN3C2=C1CC3C)C(=O)O)=O (9-(1-piperazinyl)-2-methyl-6-oxo-1,2-dihydro-6H-pyrrolo[3,2,1-ij]quinoline-5-carboxylic acid hydrochloride). Isolated yield 42.4%. RXN SMILES: [Cl:1][C:2]1[C:11]2[CH2:12][CH:13]([CH3:14])[N:9]3[C:10]=2[C:5]([C:6](=[O:18])[C:7]([C:15]([OH:17])=[O:16])=[CH:8]3)=[CH:4][CH:3]=1.[NH:19]1[CH2:24][CH2:23][NH:22][CH2:21][CH2:20]1>CS(C)=O>[ClH:1].[N:19]1([C:2]2[C:11]3[CH2:12][CH:13]([CH3:14])[N:9]4[C:10]=3[C:5]([C:6](=[O:18])[C:7]([C:15]([OH:17])=[O:16])=[CH:8]4)=[CH:4][CH:3]=2)[CH2:24][CH2:23][NH:22][CH2:21][CH2:20]1 |f:3.4|. Procedure details: 20 ml of dimethyl sulfoxide was added to a mixture of 1.6 g of 9-chloro-2-methyl-6-oxo-1,2-dihydro-6H-pyrrolo[3,2,1-ij]quinoline-5-carboxylic acid and 3 g of anhydrous piperazine and the mixture was heated on an oil bath at 140° to 150° C. for 6 hours. After completion of reaction the solvent was removed therefrom under reduced pressure and 50 ml of water was added to the residue to dissolve it. The solution was shaken with 100 ml of chloroform and the water layer was separated and treated with ...